Dataset: the Open Reaction Database (ORD), a public repository of structured organic reaction records. Task: describe an organic reaction: reactants, conditions, products, and yield Reactants: P(=O)(Cl)(Cl)Cl (Phosphorous oxychloride), CN1CC(C2=C(CC1)C=CS2)C2=CC=CC=C2 (6-methyl-8-phenyl-5,6,7,8-tetrahydro-4H-thieno[2,3-d]azepine), CN(C=O)C (dimethylformamide). Product: CN1CC(C2=C(CC1)C=C(S2)C=O)C2=CC=CC=C2 (6-Methyl-8-phenyl-5,6,7,8-tetrahydro-4H-thieno[2,3-d]azepine-2-carboxaldehyde). Reaction SMILES: P(Cl)(Cl)(Cl)=O.[CH3:6][N:7]1[CH2:13][CH2:12][C:11]2[CH:14]=[CH:15][S:16][C:10]=2[CH:9]([C:17]2[CH:22]=[CH:21][CH:20]=[CH:19][CH:18]=2)[CH2:8]1.CN(C)[CH:25]=[O:26]>>[CH3:6][N:7]1[CH2:13][CH2:12][C:11]2[CH:14]=[C:15]([CH:25]=[O:26])[S:16][C:10]=2[CH:9]([C:17]2[CH:22]=[CH:21][CH:20]=[CH:19][CH:18]=2)[CH2:8]1. Procedure details: Phosphorous oxychloride (4.6 ml) was added dropwise to a stirred solution of 6-methyl-8-phenyl-5,6,7,8-tetrahydro-4H-thieno[2,3-d]azepine (3.98 g) in dimethylformamide (17 ml) cooled in an ice bath. The mixture was heated to 60° for 18 hours and then evaporated. The residue was dissolved in iced water (50 ml), basified with 2M sodium hydroxide to pH~12 and extracted with dichloromethane (2×100 ml). The extracts were dried, filtered and evaporated to a brown oil. Crystallisation from hexane gave ...